Dataset: the Open Reaction Database (ORD), a public repository of structured organic reaction records. Task: describe an organic reaction: reactants, conditions, products, and yield The reactants are C(C1=CC=CC=C1)N1CC(C(CC1)=O)C(=O)OCC (1-benzyl-3-carbethoxy-4-piperidone), CC=1C=C(C(=CC1C)N)N (4,5-dimethyl-1,2-benzenediamine), CO (methanol), C(C)(=O)OCC (ethyl acetate). Solvent: C=1(C(=CC=CC1)C)C (xylene). Conditions: time 5 hour. Product: CC1=CC2=C(N(C(N2)=O)C=2CCN(CC2)CC2=CC=CC=C2)C=C1C (5,6-Dimethyl-1-[1-(phenylmethyl)-1,2,3,6-tetrahydro-4-pyridinyl]-1,3-dihydro-2H-benzimidazol-2-one). The yield is 35.0%. Reaction SMILES: [CH2:1]([N:8]1[CH2:13][CH2:12][C:11](=O)[CH:10](C(OCC)=O)[CH2:9]1)[C:2]1[CH:7]=[CH:6][CH:5]=[CH:4][CH:3]=1.[CH3:20][C:21]1[CH:22]=[C:23]([NH2:29])[C:24]([NH2:28])=[CH:25][C:26]=1[CH3:27].[C:30](OCC)(=[O:32])C.CO>C1(C)C(C)=CC=CC=1>[CH3:20][C:21]1[C:26]([CH3:27])=[CH:25][C:24]2[N:28]([C:11]3[CH2:12][CH2:13][N:8]([CH2:1][C:2]4[CH:3]=[CH:4][CH:5]=[CH:6][CH:7]=4)[CH2:9][CH:10]=3)[C:30](=[O:32])[NH:29][C:23]=2[CH:22]=1. Procedure: A solution of 1-benzyl-3-carbethoxy-4-piperidone (3 mmol, 784 mg) in xylene (20 mL) was treated at room temperature with 4,5-dimethyl-1,2-benzenediamine (3 mmol, 408.6 mg, 1 eq) and the suspension was stirred under reflux under argon overnight then further for 5 h. The mixture was concentrated under reduced pressure to give a brown residue, which was treated with ethyl acetate and a touch of methanol. Beige crystals formed from the brown solution and were filtered off and dried under reduced pre... The reactants are O=C1CN(CC1)C(=O)OCC1=CC=CC=C1 (benzyl 3-oxopyrrolidine-1-carboxylate), C(CO)O (ethylene glycol). The reagents and catalysts are CC=1C=CC(=CC1)S(=O)(=O)O.O (TsOH.H2O). The solvent is CCOC(=O)C (EtOAc), C1=CC=CC=C1 (benzene). Reaction conditions: time 20 hour. Yields the product O1CCOC12CN(CC2)C(=O)OCC2=CC=CC=C2 (Benzyl 1,4-dioxa-7-azaspiro[4.4]nonane-7-carboxylate). Yield: 101.4%. RXN SMILES: [O:1]=[C:2]1[CH2:6][CH2:5][N:4]([C:7]([O:9][CH2:10][C:11]2[CH:16]=[CH:15][CH:14]=[CH:13][CH:12]=2)=[O:8])[CH2:3]1.[CH2:17](O)[CH2:18][OH:19]>C1C=CC=CC=1.CCOC(C)=O.CC1C=CC(S(O)(=O)=O)=CC=1.O>[O:19]1[C:2]2([CH2:6][CH2:5][N:4]([C:7]([O:9][CH2:10][C:11]3[CH:16]=[CH:15][CH:14]=[CH:13][CH:12]=3)=[O:8])[CH2:3]2)[O:1][CH2:17][CH2:18]1 |f:4.5|. Procedure: A solution of benzyl 3-oxopyrrolidine-1-carboxylate (11.2 g, 51.09 mmol), ethylene glycol (2.4 g, 38.67 mmol) and TsOH.H2O (10 mg) in benzene (100 mL) was heated at reflux using Dean-Stork condenser. After 20 h, the reaction mixture was cooled, diluted with EtOAc (100 mL), washed with water (2×25 mL), brine (25 mL), dried (MgSO4), filtered and concentrated to give yellow oil. Flash column chromatography purification on silica gel column with 1:4 followed by 3:7 EtOAc:hexanes provided desired pro... The reactants are FC(C(C1=NNC(=C1[N+](=O)[O-])C)(F)F)(C(F)(F)F)F (3-Heptafluoropropyl-5-methyl-4-nitro-1H-pyrazole). Reagents/catalysts: [Zn] (zinc). The solvent is C(C)(=O)O (acetic acid), C(C)(=O)O (acetic acid). Reaction conditions: time 14 hour. The product is FC(C(C1=NNC(=C1N)C)(F)F)(C(F)(F)F)F (3-Heptafluoropropyl-5-methyl-1H-pyrazol-4-ylamine). Reaction SMILES: [F:1][C:2]([F:19])([C:15]([F:18])([F:17])[F:16])[C:3]([F:14])([F:13])[C:4]1[C:8]([N+:9]([O-])=O)=[C:7]([CH3:12])[NH:6][N:5]=1>C(O)(=O)C.[Zn]>[F:19][C:2]([F:1])([C:15]([F:17])([F:18])[F:16])[C:3]([F:13])([F:14])[C:4]1[C:8]([NH2:9])=[C:7]([CH3:12])[NH:6][N:5]=1. Reported procedure: To a suspension of zinc dust (1.5 g) in glacial acetic acid (10 mL) was added drop-wise, a solution of 3-Heptafluoropropyl-5-methyl-4-nitro-1H-pyrazole (0.295 g, 1.0 mmol) in glacial acetic acid (5 mL). The reaction mixture was then allowed to stir at room temperature for 14 h. The zinc salts were then removed by filtration and the residue washed with ethyl acetate. The combined organic extract was concentrated in vacuum, re-dissolved in CHCl3, washed with NaHCO3, water and brine. Finally the or... Reactants: S(O)(O)(=O)=O (sulfuric acid), OC(C)C=1C=C2C(C(=COC2=CC1)C1=NN=NN1)=O (6-(1-hydroxyethyl)-3-(1H-tetrazol-5-yl)chromone), CC(=O)C (acetone). Reagents/catalysts: [O-2].[O-2].[O-2].[Cr+6] (chromium trioxide). Run in O (water). Yields the product C(C)(=O)C=1C=C2C(C(=COC2=CC1)C1=NN=NN1)=O (6-acetyl-3-(1H-tetrazol-5-yl)chromone). As a reaction SMILES: [OH:1][CH:2]([C:4]1[CH:5]=[C:6]2[C:11](=[CH:12][CH:13]=1)[O:10][CH:9]=[C:8]([C:14]1[NH:18][N:17]=[N:16][N:15]=1)[C:7]2=[O:19])[CH3:3].CC(C)=O.S(=O)(=O)(O)O>[O-2].[O-2].[O-2].[Cr+6].O>[C:2]([C:4]1[CH:5]=[C:6]2[C:11](=[CH:12][CH:13]=1)[O:10][CH:9]=[C:8]([C:14]1[NH:15][N:16]=[N:17][N:18]=1)[C:7]2=[O:19])(=[O:1])[CH3:3] |f:3.4.5.6|. Procedure: To a solution of 2.58 parts of 6-(1-hydroxyethyl)-3-(1H-tetrazol-5-yl)chromone in 700 parts by volume of acetone kept at 9°-15° C there is added dropwise over a period of 30 minutes 4.5 parts by volume of a solution which is prepared from chromium trioxide, 97% sulfuric acid and water in a ratio of 6.0 parts: 3.6 parts by volume: 18 parts by volume. The reaction mixture is concentrated at a temperature lower than 30° C to a one-tenth volume and then admixed with 700 parts by volume of water to g... Reactants: C1=C(C=CC2=CC=CC=C12)C=1C2=C(NN1)SC=C2 (3-(Naphthalen-2-yl)-1H-thieno[2,3-c]pyrazole), IN1C(CCC1=O)=O (N-iodosuccinimide), S(=S)(=O)([O-])[O-].[Na+].[Na+] (sodium thiosulfate). Run in CN(C=O)C (N,N-dimethylformamide). Run at temperature 40 celsius. Yields the product IC1=CC2=C(NN=C2C2=CC3=CC=CC=C3C=C2)S1 (5-Iodo-3-(naphthalen-2-yl)-1H-thieno[2,3-c]pyrazole). Yield: 71.3%. As a reaction SMILES: [CH:1]1[C:10]2[C:5](=[CH:6][CH:7]=[CH:8][CH:9]=2)[CH:4]=[CH:3][C:2]=1[C:11]1[C:12]2[CH:18]=[CH:17][S:16][C:13]=2[NH:14][N:15]=1.[I:19]N1C(=O)CCC1=O.S([O-])([O-])(=O)=S.[Na+].[Na+]>CN(C)C=O>[I:19][C:17]1[S:16][C:13]2[NH:14][N:15]=[C:11]([C:2]3[CH:3]=[CH:4][C:5]4[C:10](=[CH:9][CH:8]=[CH:7][CH:6]=4)[CH:1]=3)[C:12]=2[CH:18]=1 |f:2.3.4|. Procedure: To a solution of 70 mg of 3-naphthalene-2-yl-1H-thieno[2,3-c]pyrazole obtained by Example 78 in 3.0 mL of N,N-dimethylformamide was added 63 mg of N-iodosuccinimide at room temperature, and stirred at 40° C. for a day. Then the solution was added with 1.0 mL of 10% sodium thiosulfate aqueous solution, and extracted with ethyl acetate. The organic layer was washed successively with saturated aqueous ammonium chloride and saturated brine, dried over anhydrous magnesium sulfate, and the solvent was... Reactants: C(=O)(OC(C)(C)C)N(C1CCC(CC1)N(C(=O)C1=C(C2=C(S1)C=CC=C2)Cl)CC=2C=C(C=CC2OCC)B(O)O)C (3-{[[4-(BOC-methyl-amino)-cyclohexyl]-(3-chloro-benzo[b]thiophene-2-carbonyl)-amino]-methyl}-4-ethoxy-benzene boronic acid), NC1=NC=C(C=N1)Br (2-amino-5-bromopyrimidine). The product is Cl.Cl.NC1=NC=C(C=N1)C=1C=CC(=C(CN(C(=O)C2=C(C3=C(S2)C=CC=C3)Cl)C3CCC(CC3)NC)C1)OCC (3-Chloro-benzo[b]thiophene-2-carboxylic acid [5-(2-amino-pyrimidin-5-yl)-2-ethoxy-benzyl]-(4-methylamino-cyclohexyl)-amide dihydrochloride). Reaction SMILES: [C:1]([N:8](C)[CH:9]1[CH2:14][CH2:13][CH:12]([N:15]([CH2:28][C:29]2[CH:30]=[C:31](B(O)O)[CH:32]=[CH:33][C:34]=2[O:35][CH2:36][CH3:37])[C:16]([C:18]2[S:22][C:21]3[CH:23]=[CH:24][CH:25]=[CH:26][C:20]=3[C:19]=2[Cl:27])=[O:17])[CH2:11][CH2:10]1)(OC(C)(C)C)=O.[NH2:42][C:43]1[N:48]=[CH:47][C:46](Br)=[CH:45][N:44]=1>>[ClH:27].[ClH:27].[NH2:42][C:43]1[N:48]=[CH:47][C:46]([C:31]2[CH:32]=[CH:33][C:34]([O:35][CH2:36][CH3:37])=[C:29]([CH:30]=2)[CH2:28][N:15]([CH:12]2[CH2:11][CH2:10][CH:9]([NH:8][CH3:1])[CH2:14][CH2:13]2)[C:16]([C:18]2[S:22][C:21]3[CH:23]=[CH:24][CH:25]=[CH:26][C:20]=3[C:19]=2[Cl:27])=[O:17])=[CH:45][N:44]=1 |f:2.3.4|. Procedure: The title compound is prepared from boronic acid 12 (25 mg, 42 μmol) and 2-amino-5-bromopyrimidine (6.0 mg, 35 μmol) in accordance with Method L2.